Dataset: the Open Reaction Database (ORD), a public repository of structured organic reaction records. Task: describe an organic reaction: reactants, conditions, products, and yield The reactants are ( a ), ClC1=CC=C(C=C1)NCC(C)NC1=C(C=CC=C1C)C (1-(4'-Chlorophenyl-amino)-2-(2',6'-dimethylphenylamino)-propane), CC1=C(N)C(=CC=C1)C (2,6-dimethylaniline), product, N-(β-chlorophenyl)-4-chloro-aniline, ( b ), Cl (hydrochloride). The product is ClC1=CC=C(C=C1)N1C(N(C(C1)C)C1=C(C=CC=C1C)C)=N (1-(4'-Chlorophenyl)-2-imino-3-(2',6'-dimethylphenyl)-4-methyl-imidazolidine). RXN SMILES: [Cl:1][C:2]1[CH:7]=[CH:6][C:5]([NH:8][CH2:9][CH:10]([NH:12][C:13]2[C:18]([CH3:19])=[CH:17][CH:16]=[CH:15][C:14]=2[CH3:20])[CH3:11])=[CH:4][CH:3]=1.CC1C=CC=C(C)[C:23]=1[NH2:24].Cl>>[Cl:1][C:2]1[CH:7]=[CH:6][C:5]([N:8]2[CH2:9][CH:10]([CH3:11])[N:12]([C:13]3[C:18]([CH3:19])=[CH:17][CH:16]=[CH:15][C:14]=3[CH3:20])[C:23]2=[NH:24])=[CH:4][CH:3]=1. Procedure: 1-(4'-Chlorophenyl-amino)-2-(2',6'-dimethylphenylamino)-propane, applied as starting substance, is obtained with a yield of 50.9% by reacting N-(β-chlorophenyl)-4-chloro-aniline, a compound prepared as described in Example 27, point (b), with 2,6-dimethylaniline according to the method given in Example 25, point (a). The hydrochloride of the product melts at 170°-178° C. Starting materials: C(C)(=O)OCC(CCOCC1=CC=CC=C1)COC(C)=O (2-acetoxymethyl-4-benzyloxy-but-1-yl acetate), [H][H] (hydrogen). The reagents and catalysts are [Pd] (palladium on carbon). Run in C(C)O (ethanol). The product is C(C)(=O)OCC(CCO)COC(C)=O (2-Acetoxymethyl-4-hydroxybut-1-yl Acetate). Isolated yield 91.6%. RXN SMILES: [C:1]([O:4][CH2:5][CH:6]([CH2:17][O:18][C:19](=[O:21])[CH3:20])[CH2:7][CH2:8][O:9]CC1C=CC=CC=1)(=[O:3])[CH3:2].[H][H]>C(O)C.[Pd]>[C:1]([O:4][CH2:5][CH:6]([CH2:17][O:18][C:19](=[O:21])[CH3:20])[CH2:7][CH2:8][OH:9])(=[O:3])[CH3:2]. Procedure: To a solution of 2-acetoxymethyl-4-benzyloxy-but-1-yl acetate (55 g, 0.187 mol) in ethanol (250 ml) was added 10% palladium on carbon (2.5 g), and the mixture hydrogenated at atmospheric pressure and room temperature. When the theoretical hydrogen uptake had been achieved (18 hours), the reaction was stopped and filtered through Celite. Evaporation of the filtrate gave a colourless oil (35 g). This was purified by column chromatography on silica gel, elution with 2% methanol in chloroform afford... Starting materials: CC(C)(C)OC(=O)N1CC2CNCC2C1, Clc1cncc(OCc2ccccc2)n1, CS(C)=O, CCN(C(C)C)C(C)C. Product: CC(C)(C)OC(=O)N1CC2CN(c3cncc(OCc4ccccc4)n3)CC2C1. Reaction SMILES: [CH2:16]1[N:17]([C:24](=[O:25])[O:26][C:27]([CH3:28])([CH3:29])[CH3:30])[CH2:18][CH:19]2[CH:20]1[CH2:21][NH:22][CH2:23]2.[CH2:1]([c:2]1[cH:3][cH:4][cH:5][cH:6][cH:7]1)[O:8][c:9]1[n:10][c:11]([Cl:15])[cH:12][n:13][cH:14]1.[CH3:40][S:41]([CH3:42])=[O:43].[CH:31]([N:32]([CH2:33][CH3:34])[CH:35]([CH3:36])[CH3:37])([CH3:38])[CH3:39]>>[CH2:1]([c:2]1[cH:3][cH:4][cH:5][cH:6][cH:7]1)[O:8][c:9]1[n:10][c:11]([N:22]2[CH2:21][CH:20]3[CH2:16][N:17]([C:24](=[O:25])[O:26][C:27]([CH3:28])([CH3:29])[CH3:30])[CH2:18][CH:19]3[CH2:23]2)[cH:12][n:13][cH:14]1. Starting materials: C1(=CC=CC=C1)C#CC1=C(C=C(C=O)C(=C1)C#CC1=CC=CC=C1)C=O (4,6-Bis(phenylethynyl)isophthalaldehyde), S(O)(O)(=O)=O (sulfuric acid), [O-2].[O-2].[O-2].[Cr+6] (chromium trioxide), solution. The solvent is CC(=O)C (acetone), O (water), O (water), O (water), CC(=O)C (acetone). Run at temperature 0 celsius. Product: [O-2].[O-2].[O-2].[Cr+6].S(O)(O)(=O)=O (chromium trioxide sulfuric acid), C1(=CC=CC=C1)C#CC1=C(C=C(C(=O)O)C(=C1)C#CC1=CC=CC=C1)C(=O)O (4,6-bis(phenylethynyl)isophthalic acid). Isolated yield 85.5%. Reaction SMILES: [C:1]1([C:7]#[C:8][C:9]2[CH:16]=[C:15]([C:17]#[C:18][C:19]3[CH:24]=[CH:23][CH:22]=[CH:21][CH:20]=3)[C:12]([CH:13]=[O:14])=[CH:11][C:10]=2[CH:25]=[O:26])[CH:6]=[CH:5][CH:4]=[CH:3][CH:2]=1.[O-2:27].[O-2:28].[O-2].[Cr+6:30].[S:31](=[O:35])(=[O:34])([OH:33])[OH:32]>CC(C)=O.O>[O-2:14].[O-2:32].[O-2:27].[Cr+6:30].[S:31](=[O:33])(=[O:32])([OH:35])[OH:34].[C:19]1([C:18]#[C:17][C:15]2[CH:16]=[C:9]([C:8]#[C:7][C:1]3[CH:2]=[CH:3][CH:4]=[CH:5][CH:6]=3)[C:10]([C:25]([OH:27])=[O:26])=[CH:11][C:12]=2[C:13]([OH:28])=[O:14])[CH:24]=[CH:23][CH:22]=[CH:21][CH:20]=1 |f:1.2.3.4,8.9.10.11.12|. Procedure details: 4,6-Bis(phenylethynyl)isophthalaldehyde (7.8 g, 0.023 mole) was dissolved in acetone (distilled from solid potassium permanganate) and the solution was chilled to 0° C. A chromium trioxide-sulfuric acid solution was prepared by slurrying 26.7 g of chromium trioxide in 23 ml of concentrated sulfuric acid and 40 ml of distilled water. This solution was diluted in the cold with distilled water to 110 ml. A portion of this solution (16.9 ml) was added dropwise over 1.5 hours to the stirred yellow ac... Reactants: NC=1C=C2C=NNC2=CC1N (5,6-diaminoindazole), ClC=1SC(=CC1)C(C=O)=O (2-chloro-5-glyoxyloylthiophene). Run in C(C)O (ethanol), C(C)O (ethanol). Conditions: time 4.5 hour. The product is ClC1=CC=C(S1)C=1C=NC=2C=C3C(=CC2N1)NN=C3.ClC3=CC=C(S3)C3=NC=1C=C2C(=CC1N=C3)NN=C2 (6-(5-chlorothien-2-yl)-1H-pyrazolo[3,4-g]quinoxaline 7-(5-chlorothien-2-yl)-1H-pyrazolo[3,4-g]quinoxaline). Reaction SMILES: [NH2:1][C:2]1[CH:3]=[C:4]2[C:8](=[CH:9][C:10]=1[NH2:11])[NH:7][N:6]=[CH:5]2.[Cl:12][C:13]1[S:14][C:15]([C:18](=O)[CH:19]=O)=[CH:16][CH:17]=1>C(O)C>[Cl:12][C:13]1[S:14][C:15]([C:18]2[CH:19]=[N:1][C:2]3[CH:3]=[C:4]4[CH:5]=[N:6][NH:7][C:8]4=[CH:9][C:10]=3[N:11]=2)=[CH:16][CH:17]=1.[Cl:12][C:13]1[S:14][C:15]([C:18]2[CH:19]=[N:11][C:10]3[CH:9]=[C:8]4[NH:7][N:6]=[CH:5][C:4]4=[CH:3][C:2]=3[N:1]=2)=[CH:16][CH:17]=1 |f:3.4|. Reported procedure: To a mixture of 5,6-diaminoindazole (0.5 g) in 30 ml absolute ethanol is added slowly a solution of 2-chloro-5-glyoxyloylthiophene (0.72 g) and 20 ml ethanol. The resulting mixture is stirred at room temperature for 4.5 hours. The yellow solid which forms is filtered off, washed with ethanol then with hexane and air dried overnight. Starting materials: O (water), C([O-])([O-])=O.[K+].[K+] (potassium carbonate), C(C)(C)(C)OC(=O)N1C[C@H](N(CC1)C1=NC=C(C=C1)C(NC1=C(C=C(C(=C1)OC(F)(F)F)Br)Cl)=O)C ((R)-4-[5-(4-bromo-2-chloro-5-trifluoromethoxy-phenylcarbamoyl)-pyridin-2-yl]-3-methyl-piperazine-1-carboxylic acid tert-butyl ester), COC(N[C@@H](C(C)C)C(=O)N1[C@@H](C[C@@H](C1)C)C1=NC2=C(N1)C1=CC=C(C=C1C=C2)B2OC(C(O2)(C)C)(C)C)=O (((S)-2-methyl-1-{(2S,4S)-4-methyl-2-[7-(4,4,5,5-tetramethyl-[1,3,2]dioxaborolan-2-yl)-1H-naphtho[1,2-d]imidazol-2-yl]-pyrrolidine-1-carbonyl}-propyl)-carbamic acid methyl ester). Reagents/catalysts: C1=CC=C(C=C1)P([C-]2C=CC=C2)C3=CC=CC=C3.C1=CC=C(C=C1)P([C-]2C=CC=C2)C3=CC=CC=C3.Cl[Pd]Cl.[Fe+2].C(Cl)Cl (Pd(dppf)Cl2 CH2Cl2). The solvent is C1(=CC=CC=C1)C (toluene). Reaction conditions: temperature 90 celsius. The product is C(C)(C)(C)OC(=O)N1C[C@H](N(CC1)C1=NC=C(C=C1)C(NC1=C(C=C(C(=C1)OC(F)(F)F)C=1C=C2C=CC3=C(N=C(N3)[C@H]3N(C[C@H](C3)C)C([C@H](C(C)C)NC(=O)OC)=O)C2=CC1)Cl)=O)C ((R)-4-[5-(2-Chloro-4-{2-[(2S,4S)-1-((S)-2-methoxycarbonylamino-3-methyl-butyryl)-4-methyl-pyrrolidin-2-yl]-3H-naphtho[1,2-d]imidazol-7-yl}-5-trifluoromethoxy-phenylcarbamoyl)-pyridin-2-yl]-3-methyl-piperazine-1-carboxylic acid tert-butyl ester). Yield: 57.7%. Reaction SMILES: [C:1]([O:5][C:6]([N:8]1[CH2:13][CH2:12][N:11]([C:14]2[CH:19]=[CH:18][C:17]([C:20](=[O:35])[NH:21][C:22]3[CH:27]=[C:26]([O:28][C:29]([F:32])([F:31])[F:30])[C:25](Br)=[CH:24][C:23]=3[Cl:34])=[CH:16][N:15]=2)[C@H:10]([CH3:36])[CH2:9]1)=[O:7])([CH3:4])([CH3:3])[CH3:2].[CH3:37][O:38][C:39](=[O:75])[NH:40][C@H:41]([C:45]([N:47]1[CH2:51][C@@H:50]([CH3:52])[CH2:49][C@H:48]1[C:53]1[NH:57][C:56]2[C:58]3[C:63]([CH:64]=[CH:65][C:55]=2[N:54]=1)=[CH:62][C:61](B1OC(C)(C)C(C)(C)O1)=[CH:60][CH:59]=3)=[O:46])[CH:42]([CH3:44])[CH3:43].O.C(=O)([O-])[O-].[K+].[K+]>C1(C)C=CC=CC=1.C1C=CC(P(C2C=CC=CC=2)[C-]2C=CC=C2)=CC=1.C1C=CC(P(C2C=CC=CC=2)[C-]2C=CC=C2)=CC=1.Cl[Pd]Cl.[Fe+2].C(Cl)Cl>[C:1]([O:5][C:6]([N:8]1[CH2:13][CH2:12][N:11]([C:14]2[CH:19]=[CH:18][C:17]([C:20](=[O:35])[NH:21][C:22]3[CH:27]=[C:26]([O:28][C:29]([F:32])([F:31])[F:30])[C:25]([C:61]4[CH:62]=[C:63]5[C:58](=[CH:59][CH:60]=4)[C:56]4[N:57]=[C:53]([C@@H:48]6[CH2:49][C@H:50]([CH3:52])[CH2:51][N:47]6[C:45](=[O:46])[C@@H:41]([NH:40][C:39]([O:38][CH3:37])=[O:75])[CH:42]([CH3:43])[CH3:44])[NH:54][C:55]=4[CH:65]=[CH:64]5)=[CH:24][C:23]=3[Cl:34])=[CH:16][N:15]=2)[C@H:10]([CH3:36])[CH2:9]1)=[O:7])([CH3:4])([CH3:3])[CH3:2] |f:3.4.5,7.8.9.10.11|. Procedure details: To a solution of (R)-4-[5-(4-bromo-2-chloro-5-trifluoromethoxy-phenylcarbamoyl)-pyridin-2-yl]-3-methyl-piperazine-1-carboxylic acid tert-butyl ester (110 mg, 0.19 mmol) and ((S)-2-methyl-1-{(2S,4S)-4-methyl-2-[7-(4,4,5,5-tetramethyl-[1,3,2]dioxaborolan-2-yl)-1H-naphtho[1,2-d]imidazol-2-yl]-pyrrolidine-1-carbonyl}-propyl)-carbamic acid methyl ester (100 mg, 0.19 mmol) dissolved in toluene (1.19 mL) and water (0.43 mL) was added potassium carbonate (128 mg, 0.93 mmol). The reaction mixture was spa...